Task: describe an organic reaction: reactants, conditions, products, and yield. Dataset: the Open Reaction Database (ORD), a public repository of structured organic reaction records Starting materials: BrCCOCCBr (2-Bromoethyl ether), ClC1=CC(=C(NC2=NC=NC3=CC(=C(C=C23)OC)O)C=C1)F (4-(4-chloro-2-fluoroanilino)-7-hydroxy-6-methoxyquinazoline), C([O-])([O-])=O.[K+].[K+] (potassium carbonate). The solvent is CN(C)C=O (DMF). The product is BrCCOCCOC1=C(C=C2C(=NC=NC2=C1)NC1=C(C=C(C=C1)Cl)F)OC (7-(2-(2-bromoethoxy)ethoxy)-4-(4-chloro-2-fluoroanilino)-6-methoxyquinazoline). Yield: 52.3%. Reaction SMILES: Br[CH2:2][CH2:3][O:4][CH2:5][CH2:6][Br:7].[Cl:8][C:9]1[CH:28]=[CH:27][C:12]([NH:13][C:14]2[C:23]3[C:18](=[CH:19][C:20]([OH:26])=[C:21]([O:24][CH3:25])[CH:22]=3)[N:17]=[CH:16][N:15]=2)=[C:11]([F:29])[CH:10]=1.C(=O)([O-])[O-].[K+].[K+]>CN(C=O)C>[Br:7][CH2:6][CH2:5][O:4][CH2:3][CH2:2][O:26][C:20]1[CH:19]=[C:18]2[C:23]([C:14]([NH:13][C:12]3[CH:27]=[CH:28][C:9]([Cl:8])=[CH:10][C:11]=3[F:29])=[N:15][CH:16]=[N:17]2)=[CH:22][C:21]=1[O:24][CH3:25] |f:2.3.4|. Procedure details: 2-Bromoethyl ether (1.57 ml, 12 mmol) was added to a mixture of 4-(4-chloro-2-fluoroanilino)-7-hydroxy-6-methoxyquinazoline (1 g, 3.1 mmol), (prepared as described for the starting material in Example 2), and potassium carbonate (1.73 g, 12 mmol) in DMF (10 ml). The mixture was s for 18 hours at ambient temperature and was partitioned between ethyl acetate and water. The organic layer was separated, washed with water and then brine, dried (MgSO4) and the solvent removed by evaporation. The resid... The reactants are [Br-], COc1ccc(-c2ccc(Br)cn2)cc1, C1CCOC1, CCCCCCCC[Mg+], O. Product: CCCCCCCCc1ccc(-c2ccc(OC)cc2)nc1. RXN SMILES: [Br-:21].[Br:1][c:2]1[cH:3][cH:4][c:5](-[c:8]2[cH:9][cH:10][c:11]([O:14][CH3:15])[cH:12][cH:13]2)[n:6][cH:7]1.[CH2:16]1[O:17][CH2:18][CH2:19][CH2:20]1.[CH2:22]([CH2:23][CH2:24][CH2:25][CH2:26][CH2:27][CH2:28][CH3:29])[Mg+:30].[OH2:31]>>[c:2]1([CH2:22][CH2:23][CH2:24][CH2:25][CH2:26][CH2:27][CH2:28][CH3:29])[cH:3][cH:4][c:5](-[c:8]2[cH:9][cH:10][c:11]([O:14][CH3:15])[cH:12][cH:13]2)[n:6][cH:7]1.